This data is from the Open Reaction Database (ORD), a public repository of structured organic reaction records. The task is: describe an organic reaction: reactants, conditions, products, and yield The reactants are CN(/C=C/C(=O)C1=NN(C=CC1=O)C1=CC(=CC=C1)OC(F)(F)F)C (3-((E)-3-Dimethylamino-acryloyl)-1-(3-trifluoromethoxy-phenyl)-1H-pyridazin-4-one), ClC=1C=C(C=CC1)NN ((3-chloro-phenyl)-hydrazine). Yields the product ClC=1C=C(C=CC1)N1N=CC=C1C1=NN(C=CC1=O)C1=CC(=CC=C1)OC(F)(F)F (3-[2-(3-Chloro-phenyl)-2H-pyrazol-3-yl]-1-(3-trifluoromethoxy-phenyl)-1H-pyridazin-4-one). RXN SMILES: C[N:2](C)/[CH:3]=[CH:4]/[C:5]([C:7]1[C:12](=[O:13])[CH:11]=[CH:10][N:9]([C:14]2[CH:19]=[CH:18][CH:17]=[C:16]([O:20][C:21]([F:24])([F:23])[F:22])[CH:15]=2)[N:8]=1)=O.[Cl:26][C:27]1[CH:28]=[C:29]([NH:33]N)[CH:30]=[CH:31][CH:32]=1>>[Cl:26][C:27]1[CH:28]=[C:29]([N:33]2[C:5]([C:7]3[C:12](=[O:13])[CH:11]=[CH:10][N:9]([C:14]4[CH:19]=[CH:18][CH:17]=[C:16]([O:20][C:21]([F:24])([F:23])[F:22])[CH:15]=4)[N:8]=3)=[CH:4][CH:3]=[N:2]2)[CH:30]=[CH:31][CH:32]=1. Procedure details: Reaction of 3-((E)-3-Dimethylamino-acryloyl)-1-(3-trifluoromethoxy-phenyl)-1H-pyridazin-4-one (A-6) and (3-chloro-phenyl)-hydrazine according to example 43 gave the desired product. MS: M=433.2 (M+H)+ Reactants: COC(=O)CC(=O)OC, CS(C)=O, COc1ccccc1-c1ccc(F)c([N+](=O)[O-])c1, [H-], [Na+]. Yields the product COC(=O)C(C(=O)OC)c1ccc(-c2ccccc2OC)cc1[N+](=O)[O-]. As a reaction SMILES: [C:1]([CH2:2][C:3](=[O:4])[O:5][CH3:6])(=[O:7])[O:8][CH3:9].[CH3:30][S:31]([CH3:32])=[O:33].[F:12][c:13]1[c:14]([N+:27](=[O:28])[O-:29])[cH:15][c:16](-[c:19]2[c:20]([O:25][CH3:26])[cH:21][cH:22][cH:23][cH:24]2)[cH:17][cH:18]1.[H-:10].[Na+:11]>>[C:1]([CH:2]([C:3](=[O:4])[O:5][CH3:6])[c:13]1[c:14]([N+:27](=[O:28])[O-:29])[cH:15][c:16](-[c:19]2[c:20]([O:25][CH3:26])[cH:21][cH:22][cH:23][cH:24]2)[cH:17][cH:18]1)(=[O:7])[O:8][CH3:9]. Reactants: C1CCC2(C1)CC(=O)OC(=O)C2 (3,3-tetramethyleneglutaric anhydride), NC1=CC=C(C(=O)OCC)C=C1 (ethyl 4-aminobenzoate), CC1(CC(=O)OC(C1)=O)C (3,3-dimethylglutaric anhydride). Product: O=C1CC2(CCCC2)CC(N1C1=CC=C(C(=O)OC)C=C1)=O (methyl 4-(7,9-dioxo-8-azaspiro(4.5)dec-8-yl)benzoate). Reaction SMILES: [CH2:1]1[CH2:5][C:4]2([CH2:12][C:10](=[O:11])[O:9][C:7](=O)[CH2:6]2)[CH2:3][CH2:2]1.[NH2:13][C:14]1[CH:24]=[CH:23][C:17]([C:18]([O:20][CH2:21]C)=[O:19])=[CH:16][CH:15]=1.CC1(C)CC(=O)OC(=O)C1>>[O:11]=[C:10]1[N:13]([C:14]2[CH:15]=[CH:16][C:17]([C:18]([O:20][CH3:21])=[O:19])=[CH:23][CH:24]=2)[C:7](=[O:9])[CH2:6][C:4]2([CH2:3][CH2:2][CH2:1][CH2:5]2)[CH2:12]1. Procedure: The desired product was prepared by substituting methyl 4-aminobenzoate and 3,3-tetramethyleneglutaric anhydride for ethyl 4-aminobenzoate and 3,3-dimethylglutaric anhydride, respectively, in Example 119A. MS (DCI) m/e 302 (M+H)+. Starting materials: C1CCOC1, Oc1cccc2[nH]ccc12, c1ccc(P(c2ccccc2)c2ccccc2)cc1. Product: c1cc(OCC2CO2)c2cc[nH]c2c1. Reaction SMILES: [CH2:30]1[CH2:31][CH2:32][CH2:33][O:34]1.[OH:1][c:2]1[c:3]2[cH:4][cH:5][nH:6][c:7]2[cH:8][cH:9][cH:10]1.[c:11]1([P:12]([c:13]2[cH:14][cH:15][cH:16][cH:17][cH:18]2)[c:19]2[cH:20][cH:21][cH:22][cH:23][cH:24]2)[cH:25][cH:26][cH:27][cH:28][cH:29]1>>[O:1]([c:2]1[c:3]2[cH:4][cH:5][nH:6][c:7]2[cH:8][cH:9][cH:10]1)[CH2:32][CH:33]1[CH2:30][O:34]1. Reaction conditions: time 20 hour. Yield: 67.6%. Reaction SMILES: [CH2:1]([O:3][C:4](=[O:25])[CH2:5][CH:6]1[O:10][B:9]([OH:11])[C:8]2[CH:12]=[C:13]([O:17][C:18]3[CH:23]=[CH:22][CH:21]=[C:20]([OH:24])[CH:19]=3)[CH:14]=[C:15]([CH3:16])[C:7]1=2)[CH3:2].[C:26]([O:30][C:31](=[O:37])[NH:32][CH2:33][CH2:34][CH2:35]Br)([CH3:29])([CH3:28])[CH3:27].[H-].[Na+].[NH4+].[Cl-].Cl>CN(C=O)C.O>[CH2:1]([O:3][C:4](=[O:25])[CH2:5][CH:6]1[O:10][B:9]([OH:11])[C:8]2[CH:12]=[C:13]([O:17][C:18]3[CH:23]=[CH:22][CH:21]=[C:20]([O:24][CH2:35][CH2:34][CH2:33][NH:32][C:31]([O:30][C:26]([CH3:27])([CH3:29])[CH3:28])=[O:37])[CH:19]=3)[CH:14]=[C:15]([CH3:16])[C:7]1=2)[CH3:2] |f:2.3,4.5|. Yields the product C(C)OC(CC1C2=C(B(O1)O)C=C(C=C2C)OC2=CC(=CC=C2)OCCCNC(=O)OC(C)(C)C)=O ({6-[3-(3-tert-butoxycarbonylamino-propoxy)-phenoxy]-1-hydroxy-4-methyl-1,3-dihydro-benzo[c][1,2]oxaborol-3-yl}-acetic acid ethyl ester). Procedure details: To a solution of [1-hydroxy-6-(3-hydroxy-phenoxy)-4-methyl-1,3-dihydro-benzo[c][1,2]oxaborol-3-yl]-acetic acid ethyl ester (0.53 g, 1.54 mmol) and (3-bromo-propyl)-carbamic acid tert-butyl ester (0.74 g, 3.09 mmol) in DMF (20 mL) at 0° C. was added NaH (0.22 g, 4.64 mmol). The reaction mixture was allowed to warm to room temperature and stirred for 20 hours. Saturated NH4Cl (10 mL) and water (10 mL) were added and the solution acidified to pH˜5 with dilute HCl. The mixture was extracted with EtO... Solvent: O (water), CN(C)C=O (DMF). Starting materials: [NH4+].[Cl-] (NH4Cl), Cl (HCl), C(C)OC(CC1C2=C(B(O1)O)C=C(C=C2C)OC2=CC(=CC=C2)O)=O ([1-hydroxy-6-(3-hydroxy-phenoxy)-4-methyl-1,3-dihydro-benzo[c][1,2]oxaborol-3-yl]-acetic acid ethyl ester), C(C)(C)(C)OC(NCCCBr)=O ((3-bromo-propyl)-carbamic acid tert-butyl ester), [H-].[Na+] (NaH). Starting materials: CCN(C(C)C)C(C)C, C1CCOC1, CNC, CCN=C=NCCCN(C)C, O=C(O)c1ccc(OCc2c(-c3ccc(Cl)cc3)noc2CO)nc1, Cl, Cl, O, On1nnc2ccccc21. Yields the product CN(C)C(=O)c1ccc(OCc2c(-c3ccc(Cl)cc3)noc2CO)nc1. RXN SMILES: [CH2:41]([N:42]([CH:43]([CH3:44])[CH3:45])[CH:46]([CH3:47])[CH3:48])[CH3:49].[CH2:62]1[O:63][CH2:64][CH2:65][CH2:66]1.[CH3:27][NH:28][CH3:29].[CH3:51][N:52]([CH3:53])[CH2:54][CH2:55][CH2:56][N:57]=[C:58]=[N:59][CH2:60][CH3:61].[Cl:1][c:2]1[cH:3][cH:4][c:5](-[c:8]2[n:9][o:10][c:11]([CH2:24][OH:25])[c:12]2[CH2:13][O:14][c:15]2[n:16][cH:17][c:18]([C:19](=[O:20])[OH:21])[cH:22][cH:23]2)[cH:6][cH:7]1.[ClH:26].[ClH:50].[OH2:30].[OH:31][n:32]1[c:33]2[cH:34][cH:35][cH:36][cH:37][c:38]2[n:39][n:40]1>>[Cl:1][c:2]1[cH:3][cH:4][c:5](-[c:8]2[n:9][o:10][c:11]([CH2:24][OH:25])[c:12]2[CH2:13][O:14][c:15]2[n:16][cH:17][c:18]([C:19](=[O:21])[N:28]([CH3:27])[CH3:29])[cH:22][cH:23]2)[cH:6][cH:7]1.